From a dataset of the Open Reaction Database (ORD), a public repository of structured organic reaction records. describe an organic reaction: reactants, conditions, products, and yield Reactants: N1=CC=C(C=C1)C=CC=1OC=CC1 (1-(pyridin-4-yl)-2-(furan-2-yl)ethene), C(=O)[O-].[NH4+] (ammonium formate). The reagents and catalysts are [Pd] (Palladium on charcoal). Solvent: CO (methanol). The product is N1=CC=C(C=C1)CCC=1OC=CC1 (1-(Pyridin-4-yl)-2-(furan-2-yl)ethane). Isolated yield 30.8%. As a reaction SMILES: [N:1]1[CH:6]=[CH:5][C:4]([CH:7]=[CH:8][C:9]2[O:10][CH:11]=[CH:12][CH:13]=2)=[CH:3][CH:2]=1.C([O-])=O.[NH4+]>CO.[Pd]>[N:1]1[CH:6]=[CH:5][C:4]([CH2:7][CH2:8][C:9]2[O:10][CH:11]=[CH:12][CH:13]=2)=[CH:3][CH:2]=1 |f:1.2|. Procedure details: A solution of 1-(pyridin-4-yl)-2-(furan-2-yl)ethene (8 g, 46.8 mmol) in methanol (200 ml) was treated with ammonium formate (14.7 g, 234.0 mmol). 10% Palladium on charcoal catalyst (400 mg, 5% (w/w)) was added and the mixture was stirred at reflux for five hours. The catalyst was filtered off and the solvent evaporated. The residue was partitioned between dichloromethane and water. The organic layer was separated, dried (MgSO4) and evaporated to give a beige oil. This material was chromatographe... The reactants are CC1(c2ccccc2)CCN(c2cccc(Br)c2)C(=O)O1, OB(O)c1ccncc1. Product: CC1(c2ccccc2)CCN(c2cccc(-c3ccncc3)c2)C(=O)O1. Reaction SMILES: [Br:1][c:2]1[cH:3][c:4]([N:8]2[C:9](=[O:21])[O:10][C:11]([c:14]3[cH:15][cH:16][cH:17][cH:18][cH:19]3)([CH3:20])[CH2:12][CH2:13]2)[cH:5][cH:6][cH:7]1.[n:22]1[cH:23][cH:24][c:25]([B:28]([OH:29])[OH:30])[cH:26][cH:27]1>>[c:2]1(-[c:25]2[cH:24][cH:23][n:22][cH:27][cH:26]2)[cH:3][c:4]([N:8]2[C:9](=[O:21])[O:10][C:11]([c:14]3[cH:15][cH:16][cH:17][cH:18][cH:19]3)([CH3:20])[CH2:12][CH2:13]2)[cH:5][cH:6][cH:7]1. Reactants: C1(=CC=CC2=CC=CC=C12)O (α-naphthol), NC1=CC=CC=C1 (aniline), P(OCC1=CC=CC=C1)(OCC)OCC (benzyl diethyl phosphite). Solvent: O (water). Conditions: temperature 200 celsius. Product: C1(=CC=CC=C1)NC1=CC=CC2=CC=CC=C12 (N-phenyl-α-naphthylamine). Yield: 87.0%. Reaction SMILES: [C:1]1(O)[C:10]2[C:5](=[CH:6][CH:7]=[CH:8][CH:9]=2)[CH:4]=[CH:3][CH:2]=1.[NH2:12][C:13]1[CH:18]=[CH:17][CH:16]=[CH:15][CH:14]=1.P(OCC)(OCC)OCC1C=CC=CC=1>O>[C:13]1([NH:12][C:1]2[C:10]3[C:5](=[CH:6][CH:7]=[CH:8][CH:9]=3)[CH:4]=[CH:3][CH:2]=2)[CH:18]=[CH:17][CH:16]=[CH:15][CH:14]=1. Procedure: 288 parts of α-naphthol, 205 parts of aniline and 15 parts of benzyl diethyl phosphite are mixed and heated to 200° C. The elimination of water commences at this temperature and has ended when the internal temperature is 235° C. 33 parts of water are removed in the course of 5 hours. After distilling off excess α-naphthol and aniline, 381 parts of phenyl-α-naphthylamine, boiling at 202° - 204° C/5 mm Hg. are obtained; the product has a melting point of 55° - 58° C and corresponds to a yield of 8... The product is C/C(/C(=O)NC1=CC=C(C=C1)C(C(C)C)N1N=CN=C1)=C\C1=CC=CC=C1 ((±)-(E)-2-methyl-N-[4-[2-methyl-1-(1H-1,2,4-triazol-1-yl)propyl]phenyl]-3-phenyl-2-propenamide). Procedure details: A solution of 2-methyl-3-phenyl-2-propenoyl chloride (0.0554 mol) in CH2Cl2 (50 ml) was added dropwise to a solution of (±)-4-[2-methyl-1-(1H-1,2,4-triazol-1-yl)propyl]-benzenamine (0.037 mol) in pyridine (8 ml) and CH2Cl2 (100 ml) and the mixture was stirred at RT for 4 hours. The solvent was evaporated and the residue was taken up in water/EtOAc. The organic layer was dried, filtered and the solvent evaporated. The residue was purified by column chromatography over silica gel (eluent: CH2Cl2/C... Reactants: CC(C(=O)Cl)=CC1=CC=CC=C1 (2-methyl-3-phenyl-2-propenoyl chloride), CC(C(N1N=CN=C1)C1=CC=C(C=C1)N)C ((±)-4-[2-methyl-1-(1H-1,2,4-triazol-1-yl)propyl]-benzenamine). Reaction SMILES: [CH3:1][C:2](=[CH:6][C:7]1[CH:12]=[CH:11][CH:10]=[CH:9][CH:8]=1)[C:3](Cl)=[O:4].[CH3:13][CH:14]([CH3:28])[CH:15]([C:21]1[CH:26]=[CH:25][C:24]([NH2:27])=[CH:23][CH:22]=1)[N:16]1[CH:20]=[N:19][CH:18]=[N:17]1>C(Cl)Cl.N1C=CC=CC=1>[CH3:1]/[C:2](=[CH:6]\[C:7]1[CH:12]=[CH:11][CH:10]=[CH:9][CH:8]=1)/[C:3]([NH:27][C:24]1[CH:25]=[CH:26][C:21]([CH:15]([N:16]2[CH:20]=[N:19][CH:18]=[N:17]2)[CH:14]([CH3:28])[CH3:13])=[CH:22][CH:23]=1)=[O:4]. Run in C(Cl)Cl (CH2Cl2), N1=CC=CC=C1 (pyridine), C(Cl)Cl (CH2Cl2). Reaction conditions: time 4 hour. Isolated yield 20.2%. RXN SMILES: [Cl:1][C:2]1[CH:9]=[C:8]([C:10]2[CH:11]=[N:12][CH:13]=[C:14]([CH:16]=O)[CH:15]=2)[CH:7]=[CH:6][C:3]=1[C:4]#[N:5].[CH2:18]([S:20]([NH2:23])(=[O:22])=[O:21])[CH3:19].[C:24]([Mg]Br)([CH3:26])=[CH2:25]>C1(C)C=CC=CC=1.CC(C)[O-].[Ti+4].CC(C)[O-].CC(C)[O-].CC(C)[O-]>[Cl:1][C:2]1[CH:9]=[C:8]([C:10]2[CH:15]=[C:14]([CH:16]([NH:23][S:20]([CH2:18][CH3:19])(=[O:22])=[O:21])[CH:24]([CH3:26])[CH3:25])[CH:13]=[N:12][CH:11]=2)[CH:7]=[CH:6][C:3]=1[C:4]#[N:5] |f:4.5.6.7.8|. Procedure: (General Grignard addition reaction procedure): a mixture of 2-Chloro-4-(5-formyl-pyridin-3-yl)-benzonitrile (0.243 g, 1 mmol), titanium(IV) isopropoxide (0.586 mL, 2.000 mmol), ethanesulfonamide (0.109 g, 1.000 mmol) in Toluene (20 mL) was heated to reflux for 4 hr. After concentration, the residue was dissolved in THF (15 mL) and cooled to −40° C. A solution of isopropenylmagnesium bromide (1.500 mL, 3.000 mmol) was added dropwise and the resulting mixture was slowly warmed up to −20° C. and s... The yield is 23.8%. Starting materials: ClC1=C(C#N)C=CC(=C1)C=1C=NC=C(C1)C=O (2-Chloro-4-(5-formyl-pyridin-3-yl)-benzonitrile), C(C)S(=O)(=O)N (ethanesulfonamide), C(=C)(C)[Mg]Br (isopropenylmagnesium bromide). The reagents and catalysts are CC([O-])C.[Ti+4].CC([O-])C.CC([O-])C.CC([O-])C (titanium(IV) isopropoxide). The solvent is C1(=CC=CC=C1)C (Toluene). Product: ClC=1C=C(C=CC1C#N)C=1C=C(C=NC1)C(C(C)C)NS(=O)(=O)CC (N-(1-(5-(3-chloro-4-cyanophenyl)pyridin-3-yl)-2-methylpropyl)ethanesulfonamide). Reaction conditions: temperature -40 celsius, time 4 hour. Starting materials: ClC1=CC=C(C#N)C=C1 (4-chlorobenzonitrile), CC(=O)C (acetone), P (phosphine), C(=O)([O-])[O-].[Cs+].[Cs+] (Cs2CO3). The reagents and catalysts are C(C=CC1=CC=CC=C1)Cl.[Pd] (palladium cinnamyl chloride). Yields the product O=C(CC1=CC=C(C#N)C=C1)C (4-(2′-Oxopropyl)benzonitrile). Yield: 80.0%. RXN SMILES: Cl[C:2]1[CH:9]=[CH:8][C:5]([C:6]#[N:7])=[CH:4][CH:3]=1.P.C([O-])([O-])=O.[Cs+].[Cs+].[CH3:17][C:18]([CH3:20])=[O:19]>C(Cl)C=CC1C=CC=CC=1.[Pd]>[O:19]=[C:18]([CH3:20])[CH2:17][C:2]1[CH:9]=[CH:8][C:5]([C:6]#[N:7])=[CH:4][CH:3]=1 |f:2.3.4,6.7|. Procedure: This reaction is carried out in the same manner as the reaction in example 3. The difference is that, the reactants are 4-chlorobenzonitrile (137.6 mg, 1.0 mmol), palladium cinnamyl chloride (7.9 mg, 0.015 mmol), 2-Methoxy-6-(N-methyl-N-phenyl-amino) henyldicyclohexyl)phosphine (24.5 mg, 0.060 mmol), Cs2CO3 (651.9 mg, 2.0 mmol) in 4.0 mL acetone at 90° C. for 12 h. 4-(2′-Oxopropyl)benzonitrile (127.6 mg) was obtained with a yield of 80% as solid. m.p.: 79.8-80.1° C. (n-Hexane:Ethyl acetate); 1H ...